Dataset: the Open Reaction Database (ORD), a public repository of structured organic reaction records. Task: describe an organic reaction: reactants, conditions, products, and yield The reactants are B(F)(F)F.CCOCC (BF3.Et2O), COC1=CC=CC=2SC(=CC21)C2CC(=NCC2)C (4-(4-methoxybenzo[b]thiophen-2-yl)-2-methyl-3,4,5,6-tetrahydropyridine), [Li]C (MeLi). The solvent is C1CCOC1 (THF). The product is CC1(NCCC(C1)C1=CC2=C(S1)C=CC=C2OC)C (2,2-Dimethyl-4-(4-methoxybenzo[b]thiophen-2-yl)piperidine). The yield is 30.7%. As a reaction SMILES: [CH3:1][O:2][C:3]1[C:11]2[CH:10]=[C:9]([CH:12]3[CH2:17][CH2:16][N:15]=[C:14]([CH3:18])[CH2:13]3)[S:8][C:7]=2[CH:6]=[CH:5][CH:4]=1.B(F)(F)F.[CH3:23]COCC.[Li]C>C1COCC1>[CH3:18][C:14]1([CH3:23])[CH2:13][CH:12]([C:9]2[S:8][C:7]3[CH:6]=[CH:5][CH:4]=[C:3]([O:2][CH3:1])[C:11]=3[CH:10]=2)[CH2:17][CH2:16][NH:15]1 |f:1.2|. Procedure: To a solution of the crude 4-(4-methoxybenzo[b]thiophen-2-yl)-2-methyl-3,4,5,6-tetrahydropyridine (2.19 g, 8.44 mmol) in THF (38 mL) cooled to −78° C. in a dry ice/acetone bath, was added dropwise BF3.Et2O (48%) (3.34 mL, 12.6 mmol) via a syringe. After stirring ten minutes, the solution was treated with 24.1 mL (33.77 mmol) of 1.4 M MeLi. The mixture was stirred for 16 h, then quenched with 100 mL of saturated aqueous NH4Cl and 50 mL of H2O. The mixture was then extracted with CH2Cl2 (3×100 mL)... Starting materials: O=C[C@H](O)[C@@H](O)[C@H](O)CO (D-xylose). The solvent is C(C)O (ethanol). The product is aldose, O=C[C@H](O)[C@@H](O)[C@H](O)CO (xylose), OCC(=O)[C@@H](O)[C@H](O)CO (xylulose). As a reaction SMILES: [O:1]=[CH:2][C@@H:3]([C@H:5]([C@@H:7]([CH2:9][OH:10])[OH:8])[OH:6])[OH:4]>C(O)C>[O:1]=[CH:2][C@@H:3]([C@H:5]([C@@H:7]([CH2:9][OH:10])[OH:8])[OH:6])[OH:4].[OH:1][CH2:2][C:3]([C@H:5]([C@@H:7]([CH2:9][OH:10])[OH:8])[OH:6])=[O:4]. Procedure details: Pichia stipitis is known to ferment D-xylose to ethanol more efficiently than other native yeasts previously described (Prior, et al., Process Biochemistry 24(1), 21-32 (1989)). The Pichia stipitis that had been deposited at the USDA's ARS Culture Collection (deposit accession number NRRL Y-7124) was recently renamed Scheffersomyces stipitis (Kurtzman and Suzuki, Mycoscience 5(2), 2-14 (2010)) and is particularly useful because it has strong NADH-linked, as opposed to NADPH-linked, aldose reduct...